Dataset: the Open Reaction Database (ORD), a public repository of structured organic reaction records. Task: describe an organic reaction: reactants, conditions, products, and yield The reactants are O=C([O-])[O-], CCOCC, CN(C)C=O, [Cs+], [Cs+], COc1cc(C#N)ccc1F, Oc1ccc(Cl)cc1Cl. Product: COc1cc(C#N)ccc1Oc1ccc(Cl)cc1Cl. As a reaction SMILES: [C:21](=[O:22])([O-:23])[O-:24].[CH2:32]([O:33][CH2:34][CH3:35])[CH3:36].[CH3:27][N:28]([CH3:29])[CH:30]=[O:31].[Cs+:25].[Cs+:26].[F:1][c:2]1[c:3]([O:10][CH3:11])[cH:4][c:5]([C:6]#[N:7])[cH:8][cH:9]1.[OH:12][c:13]1[cH:14][cH:15][c:16]([Cl:17])[cH:18][c:19]1[Cl:20]>>[c:2]1([O:12][c:13]2[cH:14][cH:15][c:16]([Cl:17])[cH:18][c:19]2[Cl:20])[c:3]([O:10][CH3:11])[cH:4][c:5]([C:6]#[N:7])[cH:8][cH:9]1. The reactants are FC=1C=C(C=CC1)[C@@H]1N(C[C@H](C1)O)C1=NC=2N(C=C1)N=CC2C(=O)O (5-((2R,4S)-2-(3-fluorophenyl)-4-hydroxypyrrolidin-1-yl)pyrazolo[1,5-a]pyrimidine-3-carboxylic acid), C(C)(C)N (isopropyl amine). The product is FC=1C=C(C=CC1)[C@@H]1N(C[C@H](C1)O)C1=NC=2N(C=C1)N=CC2C(=O)NC(C)C (5-((2R,4S)-2-(3-fluorophenyl)-4-hydroxypyrrolidin-1-yl)-N-isopropylpyrazolo[1,5-a]pyrimidine-3-carboxamide), solid. Isolated yield 49.0%. RXN SMILES: [F:1][C:2]1[CH:3]=[C:4]([C@H:8]2[CH2:12][C@H:11]([OH:13])[CH2:10][N:9]2[C:14]2[CH:19]=[CH:18][N:17]3[N:20]=[CH:21][C:22]([C:23](O)=[O:24])=[C:16]3[N:15]=2)[CH:5]=[CH:6][CH:7]=1.[CH:26]([NH2:29])([CH3:28])[CH3:27]>>[F:1][C:2]1[CH:3]=[C:4]([C@H:8]2[CH2:12][C@H:11]([OH:13])[CH2:10][N:9]2[C:14]2[CH:19]=[CH:18][N:17]3[N:20]=[CH:21][C:22]([C:23]([NH:29][CH:26]([CH3:28])[CH3:27])=[O:24])=[C:16]3[N:15]=2)[CH:5]=[CH:6][CH:7]=1. Procedure: Prepared according to the method of Example 212, Step F, using 5-((2R,4S)-2-(3-fluorophenyl)-4-hydroxypyrrolidin-1-yl)pyrazolo[1,5-a]pyrimidine-3-carboxylic acid (Example 216, Step B) and isopropyl amine. The title compound was obtained as a white solid (5.5 mg, 49% yield). MS (apci) m/z=384.1 (M+H). Starting materials: CC(=O)c1cc(N(COCC[Si](C)(C)C)COCC[Si](C)(C)C)n2nccc2n1, CCO, Cl, NO, c1ccncc1. The product is CC(=NO)c1cc(N(COCC[Si](C)(C)C)COCC[Si](C)(C)C)n2nccc2n1. RXN SMILES: [CH3:1][Si:2]([CH2:3][CH2:4][O:5][CH2:6][N:7]([c:8]1[cH:9][c:10]([C:17]([CH3:18])=[O:19])[n:11][c:12]2[n:13]1[n:14][cH:15][cH:16]2)[CH2:20][O:21][CH2:22][CH2:23][Si:24]([CH3:25])([CH3:26])[CH3:27])([CH3:28])[CH3:29].[CH3:33][CH2:34][OH:35].[ClH:30].[NH2:31][OH:32].[cH:36]1[cH:37][cH:38][n:39][cH:40][cH:41]1>>[CH3:1][Si:2]([CH2:3][CH2:4][O:5][CH2:6][N:7]([c:8]1[cH:9][c:10]([C:17]([CH3:18])=[N:31][OH:32])[n:11][c:12]2[n:13]1[n:14][cH:15][cH:16]2)[CH2:20][O:21][CH2:22][CH2:23][Si:24]([CH3:25])([CH3:26])[CH3:27])([CH3:28])[CH3:29]. Reactants: O=C([O-])[O-], CCOC(=O)CCl, Cc1ccc(Sc2ccc(O)cc2)cc1, CCC(C)=O, [K+], [K+]. Product: CCOC(=O)COc1ccc(Sc2ccc(C)cc2)cc1. RXN SMILES: [C:16](=[O:17])([O-:18])[O-:19].[CH2:22]([CH3:23])[O:24][C:25]([CH2:26][Cl:27])=[O:28].[CH3:1][c:2]1[cH:3][cH:4][c:5]([S:6][c:7]2[cH:8][cH:9][c:10]([OH:13])[cH:11][cH:12]2)[cH:14][cH:15]1.[CH3:29][C:30]([CH2:31][CH3:32])=[O:33].[K+:20].[K+:21]>>[CH3:1][c:2]1[cH:3][cH:4][c:5]([S:6][c:7]2[cH:8][cH:9][c:10]([O:13][CH2:26][C:25]([O:24][CH2:22][CH3:23])=[O:28])[cH:11][cH:12]2)[cH:14][cH:15]1.